Task: describe an organic reaction: reactants, conditions, products, and yield. Dataset: the Open Reaction Database (ORD), a public repository of structured organic reaction records Starting materials: [Si](C)(C)(C(C)(C)C)OCC1=CC2=C(C=N1)N=CN2C2=CC(=C(S2)C(=O)OC)OCC2=C(C=CC=C2)C(F)(F)F (methyl 5-[6-({[tert-butyl(dimethyl)silyl]oxy}methyl)-1H-imidazo[4,5-c]pyridin-1-yl]-3-{[2-(trifluoromethyl)benzyl]oxy}thiophene-2-carboxylate), saturated solution, N (ammonia). Run in CO (methanol). Reaction conditions: temperature 120 celsius, time 3 hour. Product: OCC1=CC2=C(C=N1)N=CN2C2=CC(=C(S2)C(=O)N)OCC2=C(C=CC=C2)C(F)(F)F (5-[6-(Hydroxymethyl)-1H-imidazo[4,5-c]pyridin-1-yl]-3-{[2-(trifluoromethyl)benzyl]oxy}thiophene-2-carboxamide). As a reaction SMILES: [Si]([O:8][CH2:9][C:10]1[N:15]=[CH:14][C:13]2[N:16]=[CH:17][N:18]([C:19]3[S:23][C:22]([C:24](OC)=[O:25])=[C:21]([O:28][CH2:29][C:30]4[CH:35]=[CH:34][CH:33]=[CH:32][C:31]=4[C:36]([F:39])([F:38])[F:37])[CH:20]=3)[C:12]=2[CH:11]=1)(C(C)(C)C)(C)C.[NH3:40]>CO>[OH:8][CH2:9][C:10]1[N:15]=[CH:14][C:13]2[N:16]=[CH:17][N:18]([C:19]3[S:23][C:22]([C:24]([NH2:40])=[O:25])=[C:21]([O:28][CH2:29][C:30]4[CH:35]=[CH:34][CH:33]=[CH:32][C:31]=4[C:36]([F:38])([F:37])[F:39])[CH:20]=3)[C:12]=2[CH:11]=1. Reported procedure: A mixture of 3.15 g of methyl 5-[6-({[tert-butyl(dimethyl)silyl]oxy}methyl)-1H-imidazo[4,5-c]pyridin-1-yl]-3-{[2-(trifluoromethyl)benzyl]oxy}thiophene-2-carboxylate (compound B2b) and 218 ml of a saturated solution of ammonia in methanol was stirred in an autoclave at 120° C. for 3 h. The mixture was allowed to cool down to room temperature and concentrated to dryness to give the crude corresponding acid amide that was immediately used for the next step without further purification. The residue ... Reactants: C1(=CC=CC2=CC=CC=C12)O.CO (1-Naphthol methanol), C1(=CC=CC2=CC=CC=C12)O (alpha-naphthol), C1(=CC=CC2=CC=CC=C12)O (1-naphthol), N (ammonia), Cl[Sn](Cl)(Cl)Cl (SnCl4), Ce(NO3)4. Run in O (water). Run at time 3 hour. Product: CC1=C(C2=CC=CC=C2C=C1)O (2-methyl-1-naphthol), CC1=CC=C(C2=CC=CC=C12)O (4-methyl-naphthol). As a reaction SMILES: [C:1]1([OH:11])[C:10]2[C:5](=[CH:6][CH:7]=[CH:8][CH:9]=2)[CH:4]=[CH:3][CH:2]=1.N.Cl[Sn](Cl)(Cl)Cl.[C:18]1([OH:28])[C:27]2[C:22](=[CH:23][CH:24]=[CH:25][CH:26]=2)[CH:21]=[CH:20][CH:19]=1.CO>O>[CH3:18][C:2]1[CH:3]=[CH:4][C:5]2[C:10](=[CH:9][CH:8]=[CH:7][CH:6]=2)[C:1]=1[OH:11].[CH3:1][C:21]1[C:22]2[C:27](=[CH:26][CH:25]=[CH:24][CH:23]=2)[C:18]([OH:28])=[CH:19][CH:20]=1 |f:3.4|. Reported procedure: Tasaka et al (JP 50047958) disclose the following reaction scheme: methylation of alpha-naphthol at position 2 was effected by vapor phase methylation of 1-naphthol at elevated temperature in the presence of catalyst comprising CeO2 and Sb2O3, GeO2, SnO2 or MgO. Aqueous ammonia (28%) was added to a mixture of SnCl4 and Ce(NO3)4 -2NH4NO3 2H2O in water at 50° C. The resulting precipitate was dried, calcinated for 3 hours at 600° C., and crushed to form a catalyst. 1-Naphthol/methanol mixture (1:6 ... Starting materials: CCC(=O)OC, O=Cc1ccc(OCc2ccccc2)cc1, C1CCOC1, CC(C)[N-]C(C)C, [Li+]. The product is COC(=O)C(C)C(O)c1ccc(OCc2ccccc2)cc1. RXN SMILES: [C:9]([CH2:10][CH3:11])(=[O:12])[O:13][CH3:14].[CH2:15]([c:16]1[cH:17][cH:18][cH:19][cH:20][cH:21]1)[O:22][c:23]1[cH:24][cH:25][c:26]([CH:27]=[O:28])[cH:29][cH:30]1.[CH2:31]1[O:32][CH2:33][CH2:34][CH2:35]1.[CH3:2][CH:3]([N-:4][CH:5]([CH3:6])[CH3:7])[CH3:8].[Li+:1]>>[C:9]([CH:10]([CH3:11])[CH:27]([c:26]1[cH:25][cH:24][c:23]([O:22][CH2:15][c:16]2[cH:17][cH:18][cH:19][cH:20][cH:21]2)[cH:30][cH:29]1)[OH:28])(=[O:12])[O:13][CH3:14]. Starting materials: CCCCCCCCCCCCCCCCCCOc1ccc(OCc2ccccc2)c(C(=O)OC)c1, CO, [Na+], [OH-]. The product is CCCCCCCCCCCCCCCCCCOc1ccc(OCc2ccccc2)c(C(=O)O)c1. As a reaction SMILES: [CH3:1][O:2][C:3]([c:4]1[c:5]([O:29][CH2:30][c:31]2[cH:32][cH:33][cH:34][cH:35][cH:36]2)[cH:6][cH:7][c:8]([O:10][CH2:11][CH2:12][CH2:13][CH2:14][CH2:15][CH2:16][CH2:17][CH2:18][CH2:19][CH2:20][CH2:21][CH2:22][CH2:23][CH2:24][CH2:25][CH2:26][CH2:27][CH3:28])[cH:9]1)=[O:37].[CH3:40][OH:41].[Na+:39].[OH-:38]>>[O:2]=[C:3]([c:4]1[c:5]([O:29][CH2:30][c:31]2[cH:32][cH:33][cH:34][cH:35][cH:36]2)[cH:6][cH:7][c:8]([O:10][CH2:11][CH2:12][CH2:13][CH2:14][CH2:15][CH2:16][CH2:17][CH2:18][CH2:19][CH2:20][CH2:21][CH2:22][CH2:23][CH2:24][CH2:25][CH2:26][CH2:27][CH3:28])[cH:9]1)[OH:37]. The reactants are BrC=1C=C(C(=NC1)CCCCN)C (4-(5-Bromo-3-methylpyrid-2-yl)butylamine), [N+](=O)([O-])NC1=NC=C(C(N1)=O)CC1=CC(N(C=C1)CC1=CC=CC=C1)=O (2-nitroamino-5-(1-benzyl-2-oxo-pyrid-4-ylmethyl)-4-pyrimidone), amine. The solvent is N1=CC=CC=C1 (pyridine). The product is BrC=1C=C(C(=NC1)CCCCNC1=NC=C(C(N1)=O)CC1=CC(N(C=C1)CC1=CC=CC=C1)=O)C (2-[4-(5-bromo-3-methylpyrid-2-yl)butylamino]-5-(1-benzyl-2-oxo-pyrid-4-ylmethyl)4-pyrimidone). The yield is 78.0%. As a reaction SMILES: [Br:1][C:2]1[CH:3]=[C:4]([CH3:13])[C:5]([CH2:8][CH2:9][CH2:10][CH2:11][NH2:12])=[N:6][CH:7]=1.[N+](N[C:18]1[NH:23][C:22](=[O:24])[C:21]([CH2:25][C:26]2[CH:31]=[CH:30][N:29]([CH2:32][C:33]3[CH:38]=[CH:37][CH:36]=[CH:35][CH:34]=3)[C:28](=[O:39])[CH:27]=2)=[CH:20][N:19]=1)([O-])=O>N1C=CC=CC=1>[Br:1][C:2]1[CH:3]=[C:4]([CH3:13])[C:5]([CH2:8][CH2:9][CH2:10][CH2:11][NH:12][C:18]2[NH:23][C:22](=[O:24])[C:21]([CH2:25][C:26]3[CH:31]=[CH:30][N:29]([CH2:32][C:33]4[CH:38]=[CH:37][CH:36]=[CH:35][CH:34]=4)[C:28](=[O:39])[CH:27]=3)=[CH:20][N:19]=2)=[N:6][CH:7]=1. Procedure details: 4-(5-Bromo-3-methylpyrid-2-yl)butylamine (0.71 gm) and 2-nitroamino-5-(1-benzyl-2-oxo-pyrid-4-ylmethyl)-4-pyrimidone (1.0 gm) were refluxed in pyridine (3 ml) for 8 hrs., an extra 0.13 gm of the amine was added and reaction was refluxed for a further 5.5 hrs. The pyridine was removed in vacuo, the residue was re-evaporated with n-propanol (2×40 ml). The residue was dissolved in warm ethanol (10 ml) ether added and on cooling a white solid was obtained which was recrystallised from acetonitrile-w... Starting materials: BrC1=CC(=NC(=C1)C(F)(F)F)C(=O)O (4-Bromo-6-(trifluoromethyl)pyridine-2-carboxylic acid), CN1C(CCC1)=O (N-methylpyrrolidinone). Reaction SMILES: Br[C:2]1[CH:7]=[C:6]([C:8]([F:11])([F:10])[F:9])[N:5]=[C:4]([C:12]([OH:14])=[O:13])[CH:3]=1.[CH3:15][N:16]1CCCC1=O>[C-]#N.[Zn+2].[C-]#N.C1C=CC([P]([Pd]([P](C2C=CC=CC=2)(C2C=CC=CC=2)C2C=CC=CC=2)([P](C2C=CC=CC=2)(C2C=CC=CC=2)C2C=CC=CC=2)[P](C2C=CC=CC=2)(C2C=CC=CC=2)C2C=CC=CC=2)(C2C=CC=CC=2)C2C=CC=CC=2)=CC=1>[C:15]([C:2]1[CH:7]=[C:6]([C:8]([F:11])([F:10])[F:9])[N:5]=[C:4]([C:12]([OH:14])=[O:13])[CH:3]=1)#[N:16] |f:2.3.4,^1:30,32,51,70|. Run at temperature 160 celsius, time 5 minute. Procedure: 4-Bromo-6-(trifluoromethyl)pyridine-2-carboxylic acid (0.150 g, 0.556 mmol, Anichem) and zinc cyanide (0.39 g, 3.3 mmol) were mixed in N-methylpyrrolidinone (2 mL) and the mixture was degassed by bubbling a stream of nitrogen through the mixture for 10 minutes. Tetrakis(triphenylphosphine)palladium(0) (0.096 g, 0.083 mmol) was added, the degassing was continued for 5 minutes, then the reaction was sealed and heated in the microwave to a temperature of 160° C. for 15 minutes. The mixture was filt... Reagents/catalysts: C=1C=CC(=CC1)[P](C=2C=CC=CC2)(C=3C=CC=CC3)[Pd]([P](C=4C=CC=CC4)(C=5C=CC=CC5)C=6C=CC=CC6)([P](C=7C=CC=CC7)(C=8C=CC=CC8)C=9C=CC=CC9)[P](C=1C=CC=CC1)(C=1C=CC=CC1)C=1C=CC=CC1 (Tetrakis(triphenylphosphine)palladium(0)), [C-]#N.[Zn+2].[C-]#N (zinc cyanide). Product: C(#N)C1=CC(=NC(=C1)C(F)(F)F)C(=O)O (4-Cyano-6-(trifluoromethyl)pyridine-2-carboxylic acid). The reactants are [Br-], O=C1CCC(N2Cc3c(OCc4ccc(CBr)cc4)cccc3C2=O)C(=O)N1, CC#N, CCCC[N+](CCCC)(CCCC)CCCC, CCOCC, CCN(C(C)C)C(C)C, FC(F)(F)CN1CCNCC1. The product is O=C1CCC(N2Cc3c(OCc4ccc(CN5CCN(CC(F)(F)F)CC5)cc4)cccc3C2=O)C(=O)N1. RXN SMILES: [Br-:52].[Br:1][CH2:2][c:3]1[cH:4][cH:5][c:6]([CH2:7][O:8][c:9]2[c:10]3[c:14]([cH:15][cH:16][cH:17]2)[C:13](=[O:18])[N:12]([CH:19]2[C:20](=[O:26])[NH:21][C:22](=[O:25])[CH2:23][CH2:24]2)[CH2:11]3)[cH:27][cH:28]1.[CH3:40][C:41]#[N:42].[CH3:53][CH2:54][CH2:55][CH2:56][N+:57]([CH2:58][CH2:59][CH2:60][CH3:61])([CH2:62][CH2:63][CH2:64][CH3:65])[CH2:66][CH2:67][CH2:68][CH3:69].[CH3:70][CH2:71][O:72][CH2:73][CH3:74].[CH:43]([N:44]([CH2:45][CH3:46])[CH:47]([CH3:48])[CH3:49])([CH3:50])[CH3:51].[F:29][C:30]([CH2:31][N:32]1[CH2:33][CH2:34][NH:35][CH2:36][CH2:37]1)([F:38])[F:39]>>[CH2:2]([c:3]1[cH:4][cH:5][c:6]([CH2:7][O:8][c:9]2[c:10]3[c:14]([cH:15][cH:16][cH:17]2)[C:13](=[O:18])[N:12]([CH:19]2[C:20](=[O:26])[NH:21][C:22](=[O:25])[CH2:23][CH2:24]2)[CH2:11]3)[cH:27][cH:28]1)[N:35]1[CH2:34][CH2:33][N:32]([CH2:31][C:30]([F:29])([F:38])[F:39])[CH2:37][CH2:36]1. Reactants: [H-].[Na+] (NaH), CCN(C(C)C)C(C)C (DIEA), FC1=CC=C(C=C1)C=1OC2=C(C1C(NC)=O)C=C(C=C2)C=2C=C(C(=O)NC(C(=O)O)(C)C)C=CC2 (2-(3-(2-(4-fluorophenyl)-3-(methylcarbamoyl)benzofuran-5-yl)benzamido)-2-methylpropanoic acid), CC1=NOC(=C1)N (3-methylisoxazol-5-amine). The solvent is CN(C)C=O (DMF), CO (MeOH). Conditions: time 30 minute. The product is FC1=CC=C(C=C1)C=1OC2=C(C1C(=O)NC)C=C(C=C2)C2=CC(=CC=C2)C(NC(C(=O)NC2=CC(=NO2)C)(C)C)=O (2-(4-Fluorophenyl)-N-methyl-5-(3-(2-methyl-1-(3-methylisoxazol-5-ylamino)-1-oxopropan-2-ylcarbamoyl)phenyl)benzofuran-3-carboxamide). Yield: 11.2%. As a reaction SMILES: CCN(C(C)C)C(C)C.[F:10][C:11]1[CH:16]=[CH:15][C:14]([C:17]2[O:18][C:19]3[CH:29]=[CH:28][C:27]([C:30]4[CH:31]=[C:32]([CH:42]=[CH:43][CH:44]=4)[C:33]([NH:35][C:36]([CH3:41])([CH3:40])[C:37]([OH:39])=O)=[O:34])=[CH:26][C:20]=3[C:21]=2[C:22](=[O:25])[NH:23][CH3:24])=[CH:13][CH:12]=1.[CH3:45][C:46]1[CH:50]=[C:49]([NH2:51])[O:48][N:47]=1.[H-].[Na+]>CN(C=O)C.CO>[F:10][C:11]1[CH:16]=[CH:15][C:14]([C:17]2[O:18][C:19]3[CH:29]=[CH:28][C:27]([C:30]4[CH:44]=[CH:43][CH:42]=[C:32]([C:33](=[O:34])[NH:35][C:36]([CH3:41])([CH3:40])[C:37]([NH:51][C:49]5[O:48][N:47]=[C:46]([CH3:45])[CH:50]=5)=[O:39])[CH:31]=4)=[CH:26][C:20]=3[C:21]=2[C:22]([NH:23][CH3:24])=[O:25])=[CH:13][CH:12]=1 |f:3.4|. Procedure details: DIEA (28 μL, 0.158 mmol) was added to a stirring solution of 2-(3-(2-(4-fluorophenyl)-3-(methylcarbamoyl)benzofuran-5-yl)benzamido)-2-methylpropanoic acid (25 mg, 0.053 mmol), 3-methylisoxazol-5-amine (11 mg, 0.105 mmol) in DMF (527 μL) at rt. It was allowed to stir for 30 min. NaH (11 mg, 0.263 mmol) was added and the reaction was allowed to stir overnight. The mixture was treated with a drop of MeOH and was purified by preparative reverse phase HPLC on a C18 column using a suitably buffered H2... Starting materials: [OH-].[Mg+2].[OH-] (magnesium hydroxide), [O-2].[Mg+2] (magnesium oxide), magnesia, C(C)(=O)OCC=C (allyl acetate). Reagents/catalysts: [O-2].[Mn+2] (manganese oxide). Yields the product C(C=C)O (allyl alcohol), C(C)(=O)OC (methyl acetate). Yield: 90.0%. As a reaction SMILES: [OH-].[Mg+2].[OH-].[O-2].[Mg+2].[C:6]([O:9][CH2:10][CH:11]=[CH2:12])(=[O:8])[CH3:7]>[O-2].[Mn+2]>[CH2:10]([OH:9])[CH:11]=[CH2:12].[C:6]([O:9][CH3:10])(=[O:8])[CH3:7] |f:0.1.2,3.4,6.7|. Reported procedure: The tube described in Example I was charged with 79.1 grams of "magnesia" catalyst (3/16 in. pills, manufactured by Dart Industries) containing about 45% magnesium hydroxide and 4% manganese oxide in addition to the magnesium oxide (50%), and operated with the same conditions and procedure as in Example I. Analysis of the effluent in this case showed the presence of 3.8 g of unconverted allyl acetate (8% recovery), 24.9 g of allyl alcohol (90% yield based on 92% conversion), 30.7 g of methyl ace...